The task is: describe an organic reaction: reactants, conditions, products, and yield. This data is from the Open Reaction Database (ORD), a public repository of structured organic reaction records. The reactants are [OH-].[Na+] (sodium hydroxide), Cl.N1=CC=C(C=C1)CCl (4-picolyl chloride hydrochloride), O1COC2=C1C=CC(=C2)CCS (2-(1,3-benzodioxol-5-yl)ethanethiol). Solvent: C(C)O (ethanol). Reaction conditions: temperature 70 celsius. Yields the product N1=CC=C(C=C1)CSCCC1=CC2=C(OCO2)C=C1 (2-(1,3-Benzodioxol-5-yl)ethyl (pyridin-4-yl)methyl sulfide). Yield: 59.8%. RXN SMILES: [O:1]1[C:5]2[CH:6]=[CH:7][C:8]([CH2:10][CH2:11][SH:12])=[CH:9][C:4]=2[O:3][CH2:2]1.[OH-].[Na+].Cl.[N:16]1[CH:21]=[CH:20][C:19]([CH2:22]Cl)=[CH:18][CH:17]=1>C(O)C>[N:16]1[CH:21]=[CH:20][C:19]([CH2:22][S:12][CH2:11][CH2:10][C:8]2[CH:7]=[CH:6][C:5]3[O:1][CH2:2][O:3][C:4]=3[CH:9]=2)=[CH:18][CH:17]=1 |f:1.2,3.4|. Procedure details: 3.30 g of 2-(1,3-benzodioxol-5-yl)ethanethiol was dissolved in 30 ml of ethanol. 1.65 g of sodium hydroxide and then 2.70 g of 4-picolyl chloride hydrochloride were added to the solution and the mixture was heated under reflux at 70° C. for 30 min. The solvent was distilled off and water was added to the residue. After extraction with ethyl acetate, 1N hydrochloric acid was added to the extract. The aqueous layer was acidified, taken up and washed with ethyl acetate. The pH of the aqueous layer ... Reactants: O=C([O-])O, COc1ccc(C(C=O)C(C)C)cc1OC, Cc1ccccc1, CO, Cl, NO, [Na+], O. The product is COc1ccc(C(C=NO)C(C)C)cc1OC. Reaction SMILES: [C:17](=[O:18])([OH:19])[O-:20].[CH3:1][CH:2]([CH3:3])[CH:4]([CH:5]=[O:6])[c:7]1[cH:8][c:9]([O:15][CH3:16])[c:10]([O:13][CH3:14])[cH:11][cH:12]1.[CH3:25][c:26]1[cH:27][cH:28][cH:29][cH:30][cH:31]1.[CH3:32][OH:33].[ClH:22].[NH2:23][OH:24].[Na+:21].[OH2:34]>>[CH3:1][CH:2]([CH3:3])[CH:4]([CH:5]=[N:23][OH:24])[c:7]1[cH:8][c:9]([O:15][CH3:16])[c:10]([O:13][CH3:14])[cH:11][cH:12]1.